This data is from the Open Reaction Database (ORD), a public repository of structured organic reaction records. The task is: describe an organic reaction: reactants, conditions, products, and yield Reactants: C(#N)C1=NC=C(C(=N1)NCC1CCCCC1)C(=O)O (2-cyano-4-(cyclohexylmethylamino)-pyrimidine-5-carboxylic acid), N1(CCOCC1)CC(C1=CC=CC=C1)N (2-morpholin-4-yl-1-phenylethylamine), CCN=C=NCCCN(C)C.Cl.O (EDCl H2O), C1=CC2=C(N=C1)N(N=N2)O (HOAt). Run in CCOC(=O)C (AcOEt), CN(C)C=O (DMF). Run at time 24 hour. Product: N1(CCOCC1)CC(C1=CC=CC=C1)NC(=O)C=1C(=NC(=NC1)C#N)NCC1CCCCC1 (2-Cyano-4-(cyclohexylmethylamino)pyrimidine-5-carboxylic acid(2-morpholin-4-yl-1-phenylethyl)amide). RXN SMILES: [C:1]([C:3]1[N:8]=[C:7]([NH:9][CH2:10][CH:11]2[CH2:16][CH2:15][CH2:14][CH2:13][CH2:12]2)[C:6]([C:17]([OH:19])=O)=[CH:5][N:4]=1)#[N:2].[N:20]1([CH2:26][CH:27]([NH2:34])[C:28]2[CH:33]=[CH:32][CH:31]=[CH:30][CH:29]=2)[CH2:25][CH2:24][O:23][CH2:22][CH2:21]1.CCN=C=NCCCN(C)C.Cl.O.C1C=NC2N(O)N=NC=2C=1>CN(C=O)C.CCOC(C)=O>[N:20]1([CH2:26][CH:27]([NH:34][C:17]([C:6]2[C:7]([NH:9][CH2:10][CH:11]3[CH2:12][CH2:13][CH2:14][CH2:15][CH2:16]3)=[N:8][C:3]([C:1]#[N:2])=[N:4][CH:5]=2)=[O:19])[C:28]2[CH:29]=[CH:30][CH:31]=[CH:32][CH:33]=2)[CH2:25][CH2:24][O:23][CH2:22][CH2:21]1 |f:2.3.4|. Reported procedure: To a solution of 2-cyano-4-(cyclohexylmethylamino)-pyrimidine-5-carboxylic acid (0.33 mmol, step 1.4) in DMF (2.0 mL) are added 2-morpholin-4-yl-1-phenylethylamine (69 mg, step 1.3), EDCl—H2O (0.50 mmol) and HOAt (0.50 mmol) at room temperature. After stirring at room temperature for 24 h, the reaction mixture is diluted with AcOEt. The mixture is washed with water, dried over Na2SO4, filtered, and concentrated in vacuo. The resulting residue is purified by RP-HPLC to give the title compound; 1H...